Dataset: the Open Reaction Database (ORD), a public repository of structured organic reaction records. Task: describe an organic reaction: reactants, conditions, products, and yield The reactants are COc1ccc2nc(-c3ccc([N+](=O)[O-])cc3)sc2c1, CCO, O, O, Cl[Sn]Cl. Yields the product COc1ccc2nc(-c3ccc(N)cc3)sc2c1. RXN SMILES: [CH3:1][O:2][c:3]1[cH:4][c:5]2[c:6]([n:7][c:8](-[c:10]3[cH:11][cH:12][c:13]([N+:16]([O-:17])=[O:18])[cH:14][cH:15]3)[s:9]2)[cH:19][cH:20]1.[CH3:26][CH2:27][OH:28].[OH2:21].[OH2:22].[Sn:23]([Cl:24])[Cl:25]>>[CH3:1][O:2][c:3]1[cH:4][c:5]2[c:6]([n:7][c:8](-[c:10]3[cH:11][cH:12][c:13]([NH2:16])[cH:14][cH:15]3)[s:9]2)[cH:19][cH:20]1.